The task is: describe an organic reaction: reactants, conditions, products, and yield. This data is from the Open Reaction Database (ORD), a public repository of structured organic reaction records. Starting materials: CC1(OB(OC1(C)C)C=1C=NC=CC1)C (3-(4,4,5,5-Tetramethyl-1,3,2-dioxaborolan-2-yl)-pyridine), P(=O)([O-])([O-])[O-].[K+].[K+].[K+] (tripotassium phosphate), C(C1=CC=CC=C1)OC1=C(C(=O)OCC2=CC=CC=C2)C=CC(=C1)Cl (benzyl 2-(benzyloxy)-4-chlorobenzoate), aqueous solution, C(CC(O)(C(=O)O)CC(=O)O)(=O)O (citric acid), CC1(OB(OC1(C)C)C=1C=NC=CC1)C (3-(4,4,5,5-tetramethyl-1,3,2-dioxaborolan-2-yl)pyridine), P(=O)([O-])([O-])[O-].[K+].[K+].[K+] (tripotassium phosphate). The reagents and catalysts are C(C)(=O)[O-].[Pd+2].C(C)(=O)[O-] (palladium(II) acetate), C1(CCCCC1)P(C1=C(C=CC=C1)C1=C(C=CC=C1OC)OC)C1CCCCC1 (2-dicyclohexylphosphino-2′,6′-dimethoxybiphenyl), C(C)(=O)[O-].[Pd+2].C(C)(=O)[O-] (palladium(II) acetate), C1(CCCCC1)P(C1=C(C=CC=C1)C1=C(C=CC=C1OC)OC)C1CCCCC1 (2-dicyclohexylphosphino-2′,6′-dimethoxybiphenyl). Run in C1(=CC=CC=C1)C (toluene), C(C)(=O)OCC (ethyl acetate). Yields the product C(C1=CC=CC=C1)OC1=C(C(=O)OCC2=CC=CC=C2)C=CC(=C1)C=1C=NC=CC1 (benzyl 2-(benzyloxy)-4-(pyridin-3-yl)benzoate). The yield is 89.2%. Reaction SMILES: CC1(C)C(C)(C)OB([C:9]2[CH:10]=[N:11][CH:12]=[CH:13][CH:14]=2)O1.P([O-])([O-])([O-])=O.[K+].[K+].[K+].[CH2:24]([O:31][C:32]1[CH:47]=[C:46](Cl)[CH:45]=[CH:44][C:33]=1[C:34]([O:36][CH2:37][C:38]1[CH:43]=[CH:42][CH:41]=[CH:40][CH:39]=1)=[O:35])[C:25]1[CH:30]=[CH:29][CH:28]=[CH:27][CH:26]=1.C(O)(=O)CC(CC(O)=O)(C(O)=O)O>C([O-])(=O)C.[Pd+2].C([O-])(=O)C.C1(P(C2CCCCC2)C2C=CC=CC=2C2C(OC)=CC=CC=2OC)CCCCC1.C(OCC)(=O)C.C1(C)C=CC=CC=1>[CH2:24]([O:31][C:32]1[CH:47]=[C:46]([C:9]2[CH:10]=[N:11][CH:12]=[CH:13][CH:14]=2)[CH:45]=[CH:44][C:33]=1[C:34]([O:36][CH2:37][C:38]1[CH:39]=[CH:40][CH:41]=[CH:42][CH:43]=1)=[O:35])[C:25]1[CH:26]=[CH:27][CH:28]=[CH:29][CH:30]=1 |f:1.2.3.4,7.8.9|. Procedure: 3-(4,4,5,5-Tetramethyl-1,3,2-dioxaborolan-2-yl)-pyridine (0.24 g), tripotassium phosphate (0.46 g), palladium(II) acetate (4.5 mg) and 2-dicyclohexylphosphino-2′,6′-dimethoxybiphenyl (4.1 mg) were added to a toluene (5.3 mL) solution of benzyl 2-(benzyloxy)-4-chlorobenzoate (0.35 g), followed by heating to reflux under a nitrogen atmosphere for 3 hours and 30 minutes. The reaction mixture was cooled to room temperature, and then 3-(4,4,5,5-tetramethyl-1,3,2-dioxaborolan-2-yl)pyridine (0.16 g), t... Reactants: CC(=O)[O-], COC(=O)CC#N, CC(=O)O, Cc1ccccc1, CC(=O)c1ccccc1, [NH4+]. Product: COC(=O)C(C#N)C(C)c1ccccc1. Reaction SMILES: [CH3:18][C:19](=[O:20])[O-:21].[CH3:1][O:2][C:3](=[O:4])[CH2:5][C:6]#[N:7].[CH3:22][C:23](=[O:24])[OH:25].[CH3:26][c:27]1[cH:28][cH:29][cH:30][cH:31][cH:32]1.[CH3:8][C:9](=[O:10])[c:11]1[cH:12][cH:13][cH:14][cH:15][cH:16]1.[NH4+:17]>>[CH3:1][O:2][C:3](=[O:4])[CH:5]([C:6]#[N:7])[CH:9]([CH3:8])[c:11]1[cH:12][cH:13][cH:14][cH:15][cH:16]1. Starting materials: O=C([O-])[O-], C1COCCN1, CS(C)=O, CCOC(C)=O, O=[N+]([O-])c1c(F)cc(F)cc1F, [K+], [K+]. The product is O=[N+]([O-])c1c(F)cc(N2CCOCC2)cc1F. RXN SMILES: [C:13](=[O:14])([O-:15])[O-:16].[CH2:19]1[CH2:20][O:21][CH2:22][CH2:23][NH:24]1.[CH3:25][S:26](=[O:27])[CH3:28].[CH3:29][CH2:30][O:31][C:32]([CH3:33])=[O:34].[F:1][c:2]1[c:3]([N+:10](=[O:11])[O-:12])[c:4]([F:9])[cH:5][c:6]([F:8])[cH:7]1.[K+:17].[K+:18]>>[F:1][c:2]1[c:3]([N+:10](=[O:11])[O-:12])[c:4]([F:9])[cH:5][c:6]([N:24]2[CH2:19][CH2:20][O:21][CH2:22][CH2:23]2)[cH:7]1. The reactants are C1CCOC1, CCOC(=O)Cl, CC1=C(C#N)C(c2ccc(C#N)cc2)n2nc(N)nc2N1c1cccc(C(F)(F)F)c1, c1ccncc1. Product: CCOC(=O)Nc1nc2n(n1)C(c1ccc(C#N)cc1)C(C#N)=C(C)N2c1cccc(C(F)(F)F)c1. As a reaction SMILES: [CH2:32]1[O:33][CH2:34][CH2:35][CH2:36]1.[Cl:37][C:38](=[O:39])[O:40][CH2:41][CH3:42].[NH2:1][c:2]1[n:3][n:4]2[c:5]([n:31]1)[N:6]([c:21]1[cH:22][c:23]([C:27]([F:28])([F:29])[F:30])[cH:24][cH:25][cH:26]1)[C:7]([CH3:20])=[C:8]([C:18]#[N:19])[CH:9]2[c:10]1[cH:11][cH:12][c:13]([C:16]#[N:17])[cH:14][cH:15]1.[cH:43]1[cH:44][cH:45][n:46][cH:47][cH:48]1>>[NH:1]([c:2]1[n:3][n:4]2[c:5]([n:31]1)[N:6]([c:21]1[cH:22][c:23]([C:27]([F:28])([F:29])[F:30])[cH:24][cH:25][cH:26]1)[C:7]([CH3:20])=[C:8]([C:18]#[N:19])[CH:9]2[c:10]1[cH:11][cH:12][c:13]([C:16]#[N:17])[cH:14][cH:15]1)[C:38](=[O:39])[O:40][CH2:41][CH3:42]. Reactants: C=CCON, [Cl-], CCNC(=O)c1c([Si](C)(C)C)ccc(Cl)c1Cl. Product: C=CCONC(=O)c1c([Si](C)(C)C)ccc(Cl)c1Cl. RXN SMILES: [CH2:19]([CH:20]=[CH2:21])[O:22][NH2:23].[Cl-:18].[Cl:1][c:2]1[c:3]([C:4](=[O:5])[NH:6][CH2:7][CH3:8])[c:9]([Si:14]([CH3:15])([CH3:16])[CH3:17])[cH:10][cH:11][c:12]1[Cl:13]>>[Cl:1][c:2]1[c:3]([C:4](=[O:5])[NH:6][O:22][CH2:19][CH:20]=[CH2:21])[c:9]([Si:14]([CH3:15])([CH3:16])[CH3:17])[cH:10][cH:11][c:12]1[Cl:13].